This data is from the Open Reaction Database (ORD), a public repository of structured organic reaction records. The task is: describe an organic reaction: reactants, conditions, products, and yield The reactants are CC(C)(C)CC(C)(C)c1ccc(OCc2ccccc2)c(OCC2(C)CCC(CO)O2)c1, CCO, [H][H]. Yields the product CC(C)(C)CC(C)(C)c1ccc(O)c(OCC2(C)CCC(CO)O2)c1. RXN SMILES: [CH2:1]([c:2]1[cH:3][cH:4][cH:5][cH:6][cH:7]1)[O:8][c:9]1[c:10]([O:23][CH2:24][C:25]2([CH3:32])[O:26][CH:27]([CH2:30][OH:31])[CH2:28][CH2:29]2)[cH:11][c:12]([C:15]([CH3:16])([CH3:17])[CH2:18][C:19]([CH3:20])([CH3:21])[CH3:22])[cH:13][cH:14]1.[CH3:35][CH2:36][OH:37].[H:33][H:34]>>[OH:8][c:9]1[c:10]([O:23][CH2:24][C:25]2([CH3:32])[O:26][CH:27]([CH2:30][OH:31])[CH2:28][CH2:29]2)[cH:11][c:12]([C:15]([CH3:16])([CH3:17])[CH2:18][C:19]([CH3:20])([CH3:21])[CH3:22])[cH:13][cH:14]1. Yields the product CCc1c(C=COC)cccc1-c1nsc(-c2cnc(OC(C)C)c(Cl)c2)n1. Reaction SMILES: [Br:1][c:2]1[n:3][s:4][c:5](-[c:7]2[cH:8][c:9]([Cl:17])[c:10]([O:13][CH:14]([CH3:15])[CH3:16])[n:11][cH:12]2)[n:6]1.[CH2:18]([CH3:19])[c:20]1[c:21]([B:30]2[O:31][C:32]([CH3:33])([CH3:34])[C:35]([CH3:36])([CH3:37])[O:38]2)[cH:22][cH:23][cH:24][c:25]1[CH:26]=[CH:27][O:28][CH3:29].[CH3:47][N:48]([CH3:49])[CH:50]=[O:51].[K+:44].[K+:45].[K+:46].[OH2:52].[P:39]([O-:40])([O-:41])([O-:42])=[O:43].[cH:53]1[cH:54][cH:55][c:56]([P:57]([Pd:58]([P:59]([c:60]2[cH:61][cH:62][cH:63][cH:64][cH:65]2)([c:66]2[cH:67][cH:68][cH:69][cH:70][cH:71]2)[c:72]2[cH:73][cH:74][cH:75][cH:76][cH:77]2)([P:78]([c:79]2[cH:80][cH:81][cH:82][cH:83][cH:84]2)([c:85]2[cH:86][cH:87][cH:88][cH:89][cH:90]2)[c:91]2[cH:92][cH:93][cH:94][cH:95][cH:96]2)[P:97]([c:98]2[cH:99][cH:100][cH:101][cH:102][cH:103]2)([c:104]2[cH:105][cH:106][cH:107][cH:108][cH:109]2)[c:110]2[cH:111][cH:112][cH:113][cH:114][cH:115]2)([c:116]2[cH:117][cH:118][cH:119][cH:120][cH:121]2)[c:122]2[cH:123][cH:124][cH:125][cH:126][cH:127]2)[cH:128][cH:129]1>>[c:2]1(-[c:21]2[c:20]([CH2:18][CH3:19])[c:25]([CH:26]=[CH:27][O:28][CH3:29])[cH:24][cH:23][cH:22]2)[n:3][s:4][c:5](-[c:7]2[cH:8][c:9]([Cl:17])[c:10]([O:13][CH:14]([CH3:15])[CH3:16])[n:11][cH:12]2)[n:6]1. Starting materials: CC(C)Oc1ncc(-c2nc(Br)ns2)cc1Cl, CCc1c(C=COC)cccc1B1OC(C)(C)C(C)(C)O1, CN(C)C=O, [K+], [K+], [K+], O, O=P([O-])([O-])[O-], c1ccc(P(c2ccccc2)(c2ccccc2)[Pd](P(c2ccccc2)(c2ccccc2)c2ccccc2)(P(c2ccccc2)(c2ccccc2)c2ccccc2)P(c2ccccc2)(c2ccccc2)c2ccccc2)cc1. Reactants: BrC1=CC(=C(C=C1)O)[N+](=O)[O-] (4-Bromo-2-nitrophenol), [H-].[Na+] (sodium hydride), CI (methyl iodide). The solvent is CN(C=O)C (dimethylformamide), CN(C=O)C (dimethylformamide), O (water). Run at time 30 minute. Product: BrC1=CC(=C(C=C1)OC)[N+](=O)[O-] (4-bromo-2-nitroanisole). The yield is 61.8%. RXN SMILES: [Br:1][C:2]1[CH:7]=[CH:6][C:5]([OH:8])=[C:4]([N+:9]([O-:11])=[O:10])[CH:3]=1.[H-].[Na+].[CH3:14]I>CN(C)C=O.O>[Br:1][C:2]1[CH:7]=[CH:6][C:5]([O:8][CH3:14])=[C:4]([N+:9]([O-:11])=[O:10])[CH:3]=1 |f:1.2|. Reported procedure: 4-Bromo-2-nitrophenol (1.00 g, 4.59 mmol) was added in small portions to a suspension of sodium hydride (400 mg, 9.17 mmol) in dimethylformamide (12 ml) at room temperature under argon atmosphere, then the mixture was stirred at room temperature for 30 minutes. A solution of methyl iodide (1.30 g, 9.174 mmol) in dimethylformamide (4 ml) was added to this mixture, and stirred at room temperature for 6 hours. The reaction mixture was diluted with water and extracted with diisopropyl ether. The org... Starting materials: C(#N)C=1C(=C(C(=O)O)C=C(C1)C)NS(=O)(=O)C1=CC=C(C=C1)OC (3-Cyano-2-(4-methoxybenzenesulfonylamino)-5-methylbenzoic acid), C(=O)([O-])[O-].[K+].[K+] (K2CO3), C(C1=CC=CC=C1)Br (benzylbromide). Solvent: CC(=O)C (acetone). The product is C(C1=CC=CC=C1)C1=C(C(=C(C(=O)O)C=C1C)NS(=O)(=O)C1=CC=C(C=C1)OC)C#N (Benzyl-(4-methoxybenzenesulfonylamino)-3-cyano-5-methylbenzoic acid). Yield: 79.0%. Reaction SMILES: [C:1]([C:3]1[C:4]([NH:13][S:14]([C:17]2[CH:22]=[CH:21][C:20]([O:23][CH3:24])=[CH:19][CH:18]=2)(=[O:16])=[O:15])=[C:5]([CH:9]=[C:10]([CH3:12])[CH:11]=1)[C:6]([OH:8])=[O:7])#[N:2].C([O-])([O-])=O.[K+].[K+].[CH2:31](Br)[C:32]1[CH:37]=[CH:36][CH:35]=[CH:34][CH:33]=1>CC(C)=O>[CH2:31]([C:11]1[C:10]([CH3:12])=[CH:9][C:5]([C:6]([OH:8])=[O:7])=[C:4]([NH:13][S:14]([C:17]2[CH:22]=[CH:21][C:20]([O:23][CH3:24])=[CH:19][CH:18]=2)(=[O:16])=[O:15])[C:3]=1[C:1]#[N:2])[C:32]1[CH:37]=[CH:36][CH:35]=[CH:34][CH:33]=1 |f:1.2.3|. Reported procedure: To a solution of 1.5 g (4.3 mmol) of the product of Example 176 in 200 mL of acetone was added 4 g of K2CO3 and 5 ml of benzylbromide and the mixture was refluxed for 8 hours. The reaction mixture was then filtered and the acetone was removed in vacuo. The residue was dissolved in chloroform and washed well with water. The organic layer was then dried over MgSO4, filtered and concentrated in vacuo. The resulting residue chromatographed on silica gel luting with 30% Ethyl acetateexane to give 1.8... Reactants: [CH-]1C=CC=C1.[CH-]1C=CC=C1.[Fe+2] (ferrocene), ClC1=C(C(=O)Cl)C=CC=C1 (2-chlorobenzoyl chloride), C(Cl)Cl (CH2Cl2), [Al+3].[Cl-].[Cl-].[Cl-] (AlCl3), [Al+3].[Cl-].[Cl-].[Cl-] (AlCl3), ice. Run in O (water). Conditions: time 20 minute. The product is ClC1=C(C(=O)[C-]2C=CC=C2)C=CC=C1.[CH-]1C=CC=C1.[Fe+2] ((2-chlorobenzoyl) ferrocene). The yield is 99.5%. Reaction SMILES: [CH-:1]1[CH:5]=[CH:4][CH:3]=[CH:2]1.[CH-:6]1[CH:10]=[CH:9][CH:8]=[CH:7]1.[Fe+2:11].[Cl:12][C:13]1[CH:21]=[CH:20][CH:19]=[CH:18][C:14]=1[C:15](Cl)=[O:16].C(Cl)Cl.[Al+3].[Cl-].[Cl-].[Cl-]>O>[Cl:12][C:13]1[CH:21]=[CH:20][CH:19]=[CH:18][C:14]=1[C:15]([C-:1]1[CH:5]=[CH:4][CH:3]=[CH:2]1)=[O:16].[CH-:6]1[CH:10]=[CH:9][CH:8]=[CH:7]1.[Fe+2:11] |f:0.1.2,5.6.7.8,10.11.12|. Procedure: A thoroughly dried, 2-L three-necked, round-bottomed flask was equipped with a mechanical stirrer, a funnel for the addition of air-sensitive solid, and a two-necked adapter holding a thermometer and a gas-inlet tube. The flask is charged with 74.4 g (0.4 mol) of ferrocene, 53.4 mL (0.4 mol) of 2-chlorobenzoyl chloride and 600 mL of CH2Cl2, and the addition funnel contains 56 g (0.42 mol) of AlCl3. The mixture was stirred in an ice bath and AlCl3 was added in small potions at such a rate that th...